Dataset: the Open Reaction Database (ORD), a public repository of structured organic reaction records. Task: describe an organic reaction: reactants, conditions, products, and yield Starting materials: COc1ccc(Sc2ccc(C(=O)O)cc2)cc1, COC(C)O[Al+]OC(C)OC, [H-], [H-], [Na+]. The product is COc1ccc(Sc2ccc(CO)cc2)cc1. As a reaction SMILES: [CH3:1][O:2][c:3]1[cH:4][cH:5][c:6]([S:9][c:10]2[cH:11][cH:12][c:13]([C:14](=[O:15])[OH:16])[cH:17][cH:18]2)[cH:7][cH:8]1.[CH3:20][O:21][CH:22]([O:23][Al+:24][O:25][CH:26]([O:27][CH3:28])[CH3:29])[CH3:30].[H-:19].[H-:32].[Na+:31]>>[CH3:1][O:2][c:3]1[cH:4][cH:5][c:6]([S:9][c:10]2[cH:11][cH:12][c:13]([CH2:14][OH:15])[cH:17][cH:18]2)[cH:7][cH:8]1.